Dataset: the Open Reaction Database (ORD), a public repository of structured organic reaction records. Task: describe an organic reaction: reactants, conditions, products, and yield Procedure: To a suspension of NaH (11.3 g, 60% oil dispersion, 282 mmol) in tetrahydrofuran (THF) (35 mL) in an ice-bath was added a solution of diethyl malonate (45.2 g, 42.9 mL, 282 mmol) in THF (70 mL) over a period of an hour so that the reaction temperature was kept below 20° C. Some white solid precipitated during the addition. To the above reaction mixture was added a solution of 1,2,3-trifluoro-4-nitrobenzene (25.0 g, 141 mmol) in THF (35 mL) over a period of 1 hour so that the reaction temperature... RXN SMILES: [H-].[Na+].[C:3]([O:11]CC)(=[O:10])[CH2:4][C:5](OCC)=O.[F:14][C:15]1[CH:20]=[CH:19][C:18]([N+:21]([O-:23])=[O:22])=C(F)[C:16]=1[F:25]>O1CCCC1>[F:25][C:16]1[C:15]([F:14])=[CH:20][CH:19]=[C:18]([N+:21]([O-:23])=[O:22])[C:5]=1[CH2:4][C:3]([OH:11])=[O:10] |f:0.1|. Reactants: C(CC(=O)OCC)(=O)OCC (diethyl malonate), FC1=C(C(=C(C=C1)[N+](=O)[O-])F)F (1,2,3-trifluoro-4-nitrobenzene), [H-].[Na+] (NaH). Yields the product FC1=C(C(=CC=C1F)[N+](=O)[O-])CC(=O)O (2-(2,3-Difluoro-6-nitrophenyl)acetic Acid). Conditions: time 2 hour. Isolated yield 57.5%. The solvent is O1CCCC1 (THF), O1CCCC1 (THF), O1CCCC1 (tetrahydrofuran). Reactants: N#CC1CC(F)CN1C(=O)CN(C(=O)OCc1ccccc1)C12CCC(C(=O)On3nnc4ccccc43)(CC1)CC2, CCCN. Product: CCCNC(=O)C12CCC(N(CC(=O)N3CC(F)CC3C#N)C(=O)OCc3ccccc3)(CC1)CC2. As a reaction SMILES: [CH2:1]([c:2]1[cH:3][cH:4][cH:5][cH:6][cH:7]1)[O:8][C:9](=[O:10])[N:11]([C:12]12[CH2:13][CH2:14][C:15]([C:20](=[O:21])[O:22][n:23]3[c:24]4[cH:25][cH:26][cH:27][cH:28][c:29]4[n:30][n:31]3)([CH2:16][CH2:17]1)[CH2:18][CH2:19]2)[CH2:32][C:33](=[O:34])[N:35]1[CH:36]([C:41]#[N:42])[CH2:37][CH:38]([F:40])[CH2:39]1.[CH3:43][CH2:44][CH2:45][NH2:46]>>[CH2:1]([c:2]1[cH:3][cH:4][cH:5][cH:6][cH:7]1)[O:8][C:9](=[O:10])[N:11]([C:12]12[CH2:13][CH2:14][C:15]([C:20](=[O:21])[NH:46][CH2:45][CH2:44][CH3:43])([CH2:16][CH2:17]1)[CH2:18][CH2:19]2)[CH2:32][C:33](=[O:34])[N:35]1[CH:36]([C:41]#[N:42])[CH2:37][CH:38]([F:40])[CH2:39]1. The reactants are C(C1=CC=CC=C1)[C@@H]1N(CCN(C1)CC1=CC=CC=C1)C1=CC=C(C=C1)C(C(F)(F)F)(C)O (2-(4-((2S)-2,4-dibenzyl-1-piperazinyl)phenyl)-1,1,1-trifluoro-2-propanol). The reagents and catalysts are [Pd] (Pd/C). Run in CCO (EtOH). The product is C(C1=CC=CC=C1)[C@@H]1N(CCNC1)C1=CC=C(C=C1)C(C(F)(F)F)(C)O (2-(4-((2S)-2-benzyl-1-piperazinyl)phenyl)-1,1,1-trifluoro-2-propanol). The yield is 73.8%. Reaction SMILES: [CH2:1]([C@H:8]1[CH2:13][N:12](CC2C=CC=CC=2)[CH2:11][CH2:10][N:9]1[C:21]1[CH:26]=[CH:25][C:24]([C:27]([OH:33])([CH3:32])[C:28]([F:31])([F:30])[F:29])=[CH:23][CH:22]=1)[C:2]1[CH:7]=[CH:6][CH:5]=[CH:4][CH:3]=1>CCO.[Pd]>[CH2:1]([C@H:8]1[CH2:13][NH:12][CH2:11][CH2:10][N:9]1[C:21]1[CH:26]=[CH:25][C:24]([C:27]([OH:33])([CH3:32])[C:28]([F:31])([F:30])[F:29])=[CH:23][CH:22]=1)[C:2]1[CH:7]=[CH:6][CH:5]=[CH:4][CH:3]=1. Procedure: In a 100 mL round bottomed flask a mixture of 2-(4-((2S)-2,4-dibenzyl-1-piperazinyl)phenyl)-1,1,1-trifluoro-2-propanol (355 mg, 0.781 mmol) and 10% Pd/C (83 mg) in EtOH (20 mL) was placed under a hydrogen atmosphere (1 atm) 16 h. The mixture was filtered through a pad of Celite® (diatomaceous earth) and then concentrated onto silica gel and purified via column chromatography (40 g, 0 to 10% MeOH in CH2Cl2) to give 2-(4-((2S)-2-benzyl-1-piperazinyl)phenyl)-1,1,1-trifluoro-2-propanol (0.210 g). The reactants are COC(=O)c1ccc2c(-c3ccccc3)cc(=O)oc2c1, C1CCOC1, CO, [Li+], [OH-]. Product: O=C(O)c1ccc2c(-c3ccccc3)cc(=O)oc2c1. Reaction SMILES: [C:1](=[O:2])([O:3][CH3:4])[c:5]1[cH:6][cH:7][c:8]2[c:9](-[c:16]3[cH:17][cH:18][cH:19][cH:20][cH:21]3)[cH:10][c:11](=[O:15])[o:12][c:13]2[cH:14]1.[CH2:24]1[O:25][CH2:26][CH2:27][CH2:28]1.[CH3:29][OH:30].[Li+:23].[OH-:22]>>[C:1](=[O:2])([OH:3])[c:5]1[cH:6][cH:7][c:8]2[c:9](-[c:16]3[cH:17][cH:18][cH:19][cH:20][cH:21]3)[cH:10][c:11](=[O:15])[o:12][c:13]2[cH:14]1. Starting materials: C1(=CC=C(C=C1)S(=O)(=O)OC[C@@H]1C[C@@H](C1)C1=NC=C2N1C=CN=C2Cl)C (cis-3-(8-chloroimidazo[1,5-a]pyrazin-3-yl)cyclobutylmethyl toluene-4-sulfonate), C1(=CC=C(C=C1)S(=O)(=O)OC[C@@H]1C[C@H](C1)C1=NC=C2N1C=CN=C2Cl)C (trans-3-(8-chloroimidazo[1,5-a]pyrazin-3-yl)cyclobutylmethyl toluene-4-sulfonate), C(C)(C)(C)[Si](C)(C)Cl (tert-butylchlorodimethylsilane). Product: [Si](C)(C)(C(C)(C)C)OC[C@H]1C[C@H](C1)C1=NC=C2N1C=CN=C2Cl (cis-3-[3-(tert-Butyldimethylsilanyloxymethyl)cyclobutyl]-8-chloroimidazo[1,5-a]pyrazine), trans-3-[3-(tert-butyldimethylsilanyloxynethyl)cyclobutyl]-8-chloroimidazo[1,5-a]pyrazine. As a reaction SMILES: C1(C)C=CC(S([O:10][CH2:11][C@H:12]2[CH2:15][C@@H:14]([C:16]3[N:20]4[CH:21]=[CH:22][N:23]=[C:24]([Cl:25])[C:19]4=[CH:18][N:17]=3)[CH2:13]2)(=O)=O)=CC=1.C1(C)C=CC(S(OC[C@H]2C[C@H](C3N4C=CN=C(Cl)C4=CN=3)C2)(=O)=O)=CC=1.[C:53]([Si:57](Cl)([CH3:59])[CH3:58])([CH3:56])([CH3:55])[CH3:54]>>[Si:57]([O:10][CH2:11][C@@H:12]1[CH2:13][C@H:14]([C:16]2[N:20]3[CH:21]=[CH:22][N:23]=[C:24]([Cl:25])[C:19]3=[CH:18][N:17]=2)[CH2:15]1)([C:53]([CH3:56])([CH3:55])[CH3:54])([CH3:59])[CH3:58]. Procedure details: cis-3-[3-(tert-Butyldimethylsilanyloxymethyl)cyclobutyl]-8-chloroimidazo[1,5-a]pyrazine and trans-3-[3-(tert-butyldimethylsilanyloxynethyl)cyclobutyl]-8-chloroimidazo[1,5-a]pyrazine were prepared according to the general procedure for the preparation for cis-3-(8-chloroimidazo[1,5-a]pyrazin-3-yl)cyclobutylmethyl toluene-4-sulfonate and trans-3-(8-chloroimidazo[1,5-a]pyrazin-3-yl)cyclobutylmethyl toluene-4-sulfonate, except tert-butylchlorodimethylsilane was used instead of p-toluenesulfonic anhy...